Dataset: the Open Reaction Database (ORD), a public repository of structured organic reaction records. Task: describe an organic reaction: reactants, conditions, products, and yield The reactants are CS(=O)(=O)C.C(C1=CC=CC=C1)S(=O)(=O)N[C@@H](CSC1=NN=NN1)C(=O)O.C(C1=CC=CC=C1)OC([C@H]1NCCC1)=O (N-benzylsulfonyl-S-(tetrazol-5-yl)-L-cysteine methyl sulfone L-proline-O-benzyl ester). Reagents/catalysts: [Pd] (palladium on carbon). Run in C1CCOC1 (THF). Run at time 18 hour. The product is CS(=O)(=O)C.C(C1=CC=CC=C1)S(=O)(=O)N[C@@H](CSC1=NN=NN1)C(=O)O.N1[C@H](C(=O)O)CCC1 (N-benzylsulfonyl-S-(tetrazol-5-yl)-L-cysteine methyl sulfone L-proline). Reaction SMILES: [CH3:1][S:2]([CH3:5])(=[O:4])=[O:3].[CH2:6]([S:13]([NH:16][C@H:17]([C:25]([OH:27])=[O:26])[CH2:18][S:19][C:20]1[NH:24][N:23]=[N:22][N:21]=1)(=[O:15])=[O:14])[C:7]1[CH:12]=[CH:11][CH:10]=[CH:9][CH:8]=1.C([O:35][C:36](=[O:42])[C@@H:37]1[CH2:41][CH2:40][CH2:39][NH:38]1)C1C=CC=CC=1>C1COCC1.[Pd]>[CH3:1][S:2]([CH3:5])(=[O:4])=[O:3].[CH2:6]([S:13]([NH:16][C@H:17]([C:25]([OH:27])=[O:26])[CH2:18][S:19][C:20]1[NH:24][N:23]=[N:22][N:21]=1)(=[O:14])=[O:15])[C:7]1[CH:8]=[CH:9][CH:10]=[CH:11][CH:12]=1.[NH:38]1[CH2:39][CH2:40][CH2:41][C@H:37]1[C:36]([OH:42])=[O:35] |f:0.1.2,5.6.7|. Procedure: The compound of Example 75 (2.77 g, 4.81 mmole) is dissolved in THF (50 mL), 0.5 g of 10% palladium on carbon is added and the mixture is stirred under hydrogen gas at atmospheric pressure for 18 hours. The reactants are N1=CC(=CC=C1)C1=NC(=NC=C1)NC1=CC=C(C(=O)OCC)C=C1 (4-[[4-(3-pyridinyl)-2-pyrimidinyl]amino]benzoic acid, ethyl ester), [OH-].[Na+] (sodium hydroxide). Solvent: 3A, C(C)O (ethanol). Product: N1=CC(=CC=C1)C1=NC(=NC=C1)NC1=CC=C(C(=O)O)C=C1 (4-[[4-(3-Pyridinyl)-2-pyrimidinyl]amino]benzoic acid). Isolated yield 99.8%. As a reaction SMILES: [N:1]1[CH:6]=[CH:5][CH:4]=[C:3]([C:7]2[CH:12]=[CH:11][N:10]=[C:9]([NH:13][C:14]3[CH:24]=[CH:23][C:17]([C:18]([O:20]CC)=[O:19])=[CH:16][CH:15]=3)[N:8]=2)[CH:2]=1.[OH-].[Na+]>C(O)C>[N:1]1[CH:6]=[CH:5][CH:4]=[C:3]([C:7]2[CH:12]=[CH:11][N:10]=[C:9]([NH:13][C:14]3[CH:24]=[CH:23][C:17]([C:18]([OH:20])=[O:19])=[CH:16][CH:15]=3)[N:8]=2)[CH:2]=1 |f:1.2|. Reported procedure: To a solution of 19.89 g of 4-[[4-(3-pyridinyl)-2-pyrimidinyl]amino]benzoic acid, ethyl ester in 200 ml of 3A ethanol was added 12.5 ml of 10N sodium hydroxide. This mixture was refluxed on a steam bath for 3 hours and then allowed to evaporate. The residue was taken up in water and treated with 10.4 ml of concentrated hydrochloric acid. The resulting solid was collected and dried, giving 18.11 g of the desired product, mp 311°-317° C. Starting materials: ClC1=NC2=CC=CC=C2C=C1 (2-chloroquinoline), OC1=CC=C(OC(C(=O)OC)C)C=C1 (methyl 2-(4-hydroxyphenoxy)propionate). Reaction SMILES: Cl[C:2]1[CH:11]=[CH:10][C:9]2[C:4](=[CH:5][CH:6]=[CH:7][CH:8]=2)[N:3]=1.[OH:12][C:13]1[CH:25]=[CH:24][C:16]([O:17][CH:18]([CH3:23])[C:19]([O:21][CH3:22])=[O:20])=[CH:15][CH:14]=1>>[CH3:22][O:21][C:19](=[O:20])[CH:18]([O:17][C:16]1[CH:24]=[CH:25][C:13]([O:12][C:2]2[CH:11]=[CH:10][C:9]3[C:4](=[CH:5][CH:6]=[CH:7][CH:8]=3)[N:3]=2)=[CH:14][CH:15]=1)[CH3:23]. The product is COC(C(C)OC1=CC=C(C=C1)OC1=NC2=CC=CC=C2C=C1)=O (Methyl-2-[4-(2-quinolinyloxy)phenoxy]propionate). Reported procedure: Methyl-2-[4-(2-quinolinyloxy)phenoxy]propionate (24) was prepared from 2-chloroquinoline and methyl 2-(4-hydroxyphenoxy)propionate following essentially the same procedure as that described in Example 1. The compound had a melting point of 95°-100° C.